This data is from the Open Reaction Database (ORD), a public repository of structured organic reaction records. The task is: describe an organic reaction: reactants, conditions, products, and yield Reactants: ClC=1N=NC(=CC1)C1=CC=C(C=C1)C#N (3-chloro-6-(4-cyanophenyl)pyridazine), CN1CCC(CC1)CN1CCNCC1 ((1-methylpiperidin-4-ylmethyl)piperazine). Yields the product Cl.CN1CCC(CC1)CN1CCN(CC1)C1=CC=C(N=N1)C1=CC=C(C#N)C=C1 (4-{6-[4-(1-Methylpiperidin-4-ylmethyl)piperazin-1-yl]pyridazin-3-yl}benzonitrile, hydrochloride). Reaction SMILES: [Cl:1][C:2]1[N:3]=[N:4][C:5]([C:8]2[CH:13]=[CH:12][C:11]([C:14]#[N:15])=[CH:10][CH:9]=2)=[CH:6][CH:7]=1.[CH3:16][N:17]1[CH2:22][CH2:21][CH:20]([CH2:23][N:24]2[CH2:29][CH2:28][NH:27][CH2:26][CH2:25]2)[CH2:19][CH2:18]1>>[ClH:1].[CH3:16][N:17]1[CH2:22][CH2:21][CH:20]([CH2:23][N:24]2[CH2:29][CH2:28][N:27]([C:2]3[N:3]=[N:4][C:5]([C:8]4[CH:13]=[CH:12][C:11]([C:14]#[N:15])=[CH:10][CH:9]=4)=[CH:6][CH:7]=3)[CH2:26][CH2:25]2)[CH2:19][CH2:18]1 |f:2.3|. Reported procedure: The title compound was prepared by a similar procedure to that described in Example 1, starting from 3-chloro-6-(4-cyanophenyl)pyridazine and (1-methylpiperidin-4-ylmethyl)piperazine. The reactants are NC=1C(=C(C=CC1)C(=O)C1=CNC2=NC=C(C=C21)Br)F ((3-amino-2-fluoro-phenyl)-(5-bromo-1H-pyrrolo[2,3-b]pyridin-3-yl)-methanone), N1=CC=CC=C1 (pyridine), Cl (Hydrochloric acid), FC1=C(C=CC=C1)S(=O)(=O)Cl (2-fluorobenzenesulfonyl chloride). Solvent: O1CCCC1 (tetrahydrofuran). Conditions: time 48 hour. Product: BrC=1C=C2C(=NC1)NC=C2C(=O)C=2C(=C(C=CC2)NS(=O)(=O)C2=C(C=CC=C2)F)F (N-[3-(5-bromo-1H-pyrrolo[2,3-b]pyridine-3-carbonyl)-2-fluoro-phenyl]-2-fluoro-benzenesulfonamide). Yield: 71.5%. RXN SMILES: [NH2:1][C:2]1[C:3]([F:20])=[C:4]([C:8]([C:10]2[C:18]3[C:13](=[N:14][CH:15]=[C:16]([Br:19])[CH:17]=3)[NH:12][CH:11]=2)=[O:9])[CH:5]=[CH:6][CH:7]=1.N1C=CC=CC=1.[F:27][C:28]1[CH:33]=[CH:32][CH:31]=[CH:30][C:29]=1[S:34](Cl)(=[O:36])=[O:35].Cl>O1CCCC1>[Br:19][C:16]1[CH:17]=[C:18]2[C:10]([C:8]([C:4]3[C:3]([F:20])=[C:2]([NH:1][S:34]([C:29]4[CH:30]=[CH:31][CH:32]=[CH:33][C:28]=4[F:27])(=[O:36])=[O:35])[CH:7]=[CH:6][CH:5]=3)=[O:9])=[CH:11][NH:12][C:13]2=[N:14][CH:15]=1. Reported procedure: To (3-amino-2-fluoro-phenyl)-(5-bromo-1H-pyrrolo[2,3-b]pyridin-3-yl)-methanone (19, 53 mg, 0.159 mmol) in 0.63 mL of tetrahydrofuran, pyridine (0.115 mL, 1.43 mmol) is added, followed by 2-fluorobenzenesulfonyl chloride (20, 46 mg, 0.238 mmol) and the reaction is stirred at room temperature for 48 hours. Hydrochloric acid (1M aqueous) is added to adjust the mixture to pH 4, and the mixture is extracted with ethyl acetate. The organic layer is washed with brine, dried over sodium sulfate, filtere...